This data is from the Open Reaction Database (ORD), a public repository of structured organic reaction records. The task is: describe an organic reaction: reactants, conditions, products, and yield Isolated yield 78.8%. Reactants: CN(C(=O)C1(CCNCC1)C1=CC=CC=C1)C (4-(N,N-dimethylaminocarbonyl)-4-phenylpiperidine), C(C1=CC=CC=C1)(=O)N1CC(CCCC1)(CCCOS(=O)(=O)C)C1=CC(=C(C=C1)Cl)Cl (1-Benzoyl-3-(3,4-dichlorophenyl)-3-[3-(methanesulfonyloxy)propyl]-perhydroazepine), C(=O)([O-])[O-].[K+].[K+] (K2CO3). Yields the product O.Cl.C(C1=CC=CC=C1)(=O)N1CC(CCCC1)(CCCN1CCC(CC1)(C1=CC=CC=C1)C(=O)N(C)C)C1=CC(=C(C=C1)Cl)Cl.C(C1=CC=CC=C1)(=O)N1CC(CCCC1)(C1=CC(=C(C=C1)Cl)Cl)CCCN1CCC(CC1)(C(=O)N(C)C)C1=CC=CC=C1.Cl (1-Benzoyl-3-(3,4-dichlorophenyl)-3-[3-[4-(N,N-dimethylaminocarbonyl)-4-phenylpiperid-1-yl]propyl]perhydroazepine hydrochloride hemihydrate). Reaction SMILES: [CH3:1][N:2]([CH3:17])[C:3]([C:5]1([C:11]2[CH:16]=[CH:15][CH:14]=[CH:13][CH:12]=2)[CH2:10][CH2:9][NH:8][CH2:7][CH2:6]1)=[O:4].[C:18]([N:26]1[CH2:32][CH2:31][CH2:30][CH2:29][C:28]([C:41]2[CH:46]=[CH:45][C:44]([Cl:47])=[C:43]([Cl:48])[CH:42]=2)([CH2:33][CH2:34][CH2:35]OS(C)(=O)=O)[CH2:27]1)(=[O:25])[C:19]1[CH:24]=[CH:23][CH:22]=[CH:21][CH:20]=1.C([O-])([O-])=O.[K+].[K+]>CN(C=O)C.C(#N)C>[OH2:4].[ClH:47].[C:18]([N:26]1[CH2:32][CH2:31][CH2:30][CH2:29][C:28]([C:41]2[CH:46]=[CH:45][C:44]([Cl:47])=[C:43]([Cl:48])[CH:42]=2)([CH2:33][CH2:34][CH2:35][N:8]2[CH2:7][CH2:6][C:5]([C:3]([N:2]([CH3:17])[CH3:1])=[O:4])([C:11]3[CH:16]=[CH:15][CH:14]=[CH:13][CH:12]=3)[CH2:10][CH2:9]2)[CH2:27]1)(=[O:25])[C:19]1[CH:20]=[CH:21][CH:22]=[CH:23][CH:24]=1.[C:18]([N:26]1[CH2:32][CH2:31][CH2:30][CH2:29][C:28]([CH2:33][CH2:34][CH2:35][N:8]2[CH2:7][CH2:6][C:5]([C:11]3[CH:16]=[CH:15][CH:14]=[CH:13][CH:12]=3)([C:3]([N:2]([CH3:17])[CH3:1])=[O:4])[CH2:10][CH2:9]2)([C:41]2[CH:46]=[CH:45][C:44]([Cl:47])=[C:43]([Cl:48])[CH:42]=2)[CH2:27]1)(=[O:25])[C:19]1[CH:20]=[CH:21][CH:22]=[CH:23][CH:24]=1.[ClH:47] |f:2.3.4,5.6,7.8.9.10.11|. Run in CN(C)C=O.C(C)#N (DMF acetonitrile). Procedure details: This compound is prepared by the procedure described in step D of EXAMPLE 13, starting from 0.69 g of 4-(N,N-dimethylaminocarbonyl)-4-phenylpiperidine, 1.2 g of the compound obtained in step C of EXAMPLE 13 and 1.2 g of K2CO3 in 20 ml of a DMF/acetonitrile mixture (50/50; v/v). This gives 0.65 g of the expected product, m.p.=150° C. The reactants are C(C1=CC=CC=C1)OC[C@@H]1OCCC[C@@H]1S (cis-2-benzyloxymethyl-3-mercaptotetrahydropyran), C(CCCCCCCCCCCCCCC)Br (hexadecyl bromide), [H-].[Na+] (sodium hydride), O (water). The solvent is CN(C=O)C (dimethylformamide), CN(C=O)C (dimethylformamide), CN(C=O)C (dimethylformamide). Reaction conditions: temperature 60 celsius, time 1 hour. The product is C(C1=CC=CC=C1)OC[C@@H]1OCCC[C@@H]1SCCCCCCCCCCCCCCCC (cis-2-Benzyloxymethyl-3-hexadecylthiotetrahydropyran). RXN SMILES: [H-].[Na+].[CH2:3]([O:10][CH2:11][C@H:12]1[C@@H:17]([SH:18])[CH2:16][CH2:15][CH2:14][O:13]1)[C:4]1[CH:9]=[CH:8][CH:7]=[CH:6][CH:5]=1.[CH2:19](Br)[CH2:20][CH2:21][CH2:22][CH2:23][CH2:24][CH2:25][CH2:26][CH2:27][CH2:28][CH2:29][CH2:30][CH2:31][CH2:32][CH2:33][CH3:34].O>CN(C)C=O>[CH2:3]([O:10][CH2:11][C@H:12]1[C@@H:17]([S:18][CH2:34][CH2:33][CH2:32][CH2:31][CH2:30][CH2:29][CH2:28][CH2:27][CH2:26][CH2:25][CH2:24][CH2:23][CH2:22][CH2:21][CH2:20][CH3:19])[CH2:16][CH2:15][CH2:14][O:13]1)[C:4]1[CH:5]=[CH:6][CH:7]=[CH:8][CH:9]=1 |f:0.1|. Procedure: 0.27 g of a 55% w/w suspension of sodium hydride in mineral oil was suspended in 2 ml of dimethylformamide. To the suspension was added dropwise a solution of 1.210 g of dl-cis-2-benzyloxymethyl-3-mercaptotetrahydropyran (prepared as described in Preparation 16) in 5 ml of dimethylformamide, whilst ice-cooling the mixture. The reaction mixture was stirred at 60° C. for 1 hour, after which it was cooled to room temperature. A solution of 1.86 g of hexadecyl bromide in 3 ml of dimethylformamide wa... The reactants are C1(CCCC1)C=1SCC(N1)C(=O)OCC (Ethyl 2-cyclopentyl-4,5-dihydrothiazole-4-carboxylate). The reagents and catalysts are [O-2].[O-2].[Mn+4] (Manganese dioxide). The solvent is C(C)#N (acetonitrile). Run at time 2 hour. The product is C1(CCCC1)C=1SC=C(N1)C(=O)OCC (Ethyl 2-cyclopentylthiazole-4-carboxylate). Reaction SMILES: [CH:1]1([C:6]2[S:7][CH2:8][CH:9]([C:11]([O:13][CH2:14][CH3:15])=[O:12])[N:10]=2)[CH2:5][CH2:4][CH2:3][CH2:2]1>C(#N)C.[O-2].[O-2].[Mn+4]>[CH:1]1([C:6]2[S:7][CH:8]=[C:9]([C:11]([O:13][CH2:14][CH3:15])=[O:12])[N:10]=2)[CH2:2][CH2:3][CH2:4][CH2:5]1 |f:2.3.4|. Procedure details: Manganese dioxide (24 g) was added to a solution of ethyl 2-cyclopentyl-4,5-dihydrothiazole-4-carboxylate (example 59, step b) (3.2 g) in acetonitrile (100 mL) and the resulting mixture heated at reflux overnight. The reaction was allowed to cool and filtered through a pad of Celite. The filter pad was washed with acetonitrile (2×100 mL) and the combined filtrate and washings evaporated. The residue was purified by silica gel chromatography eluting with 9:1 isohexane:ethyl acetate. The fractions... Reactants: O=[N+]([O-])c1ccc(Br)cc1F, C[O-], CO, ClCCl, [Na+]. The product is COc1cc(Br)ccc1[N+](=O)[O-]. As a reaction SMILES: [Br:1][c:2]1[cH:3][c:4]([F:11])[c:5]([N+:8](=[O:9])[O-:10])[cH:6][cH:7]1.[CH3:12][O-:13].[CH3:15][OH:16].[Cl:17][CH2:18][Cl:19].[Na+:14]>>[Br:1][c:2]1[cH:3][c:4]([O:13][CH3:12])[c:5]([N+:8](=[O:9])[O-:10])[cH:6][cH:7]1.